From a dataset of the Open Reaction Database (ORD), a public repository of structured organic reaction records. describe an organic reaction: reactants, conditions, products, and yield Procedure: n-Butyl-lithium (0.27 ml. of a 1.5 molar solution in diethyl ether) was added to a stirred solution of 11-(17β-acetoxy-3-hydroxyoestra-1,3,5(10)-trien-7α-yl)undecanoic acid (Example 2; 0.046 g.) in tetrahydrofuran (1 ml.) and the mixture was stirred at laboratory temperature for 2 hours. Saturated aqueous sodium hydrogen tartrate solution (2 ml.) was added and the mixture was extracted three times with ethyl acetate (5 ml. each time). The combined extracts were washed with water, dried and evapo... Solvent: C(C)OCC (diethyl ether), O1CCCC1 (tetrahydrofuran). RXN SMILES: [CH2:1]([Li])CCC.C([O:9][C@H:10]1[CH2:15][CH2:14][C@H:13]2[C@H:16]3[C@H:25]([CH2:26][CH2:27][C@:11]12[CH3:12])[C:24]1[CH:23]=[CH:22][C:21]([OH:28])=[CH:20][C:19]=1[CH2:18][C@H:17]3[CH2:29][CH2:30][CH2:31][CH2:32][CH2:33][CH2:34][CH2:35][CH2:36][CH2:37][CH2:38]C(O)=O)(=O)C.[C:42]([CH:45]([CH:47]([C:49]([O-:51])=O)O)O)(O)=O.[Na+]>C(OCC)C.O1CCCC1>[OH:28][C:21]1[CH:22]=[CH:23][C:24]2[C@@H:25]3[C@H:16]([C@H:13]4[C@@:11]([CH2:27][CH2:26]3)([CH3:12])[C@@H:10]([OH:9])[CH2:15][CH2:14]4)[C@H:17]([CH2:29][CH2:30][CH2:31][CH2:32][CH2:33][CH2:34][CH2:35][CH2:36][CH2:37][CH2:38][C:49](=[O:51])[CH2:47][CH2:45][CH2:42][CH3:1])[CH2:18][C:19]=2[CH:20]=1 |f:2.3|. Starting materials: C(CCC)[Li] (n-Butyl-lithium), C(=O)(O)C(O)C(O)C(=O)[O-].[Na+] (sodium hydrogen tartrate), solution, C(C)(=O)O[C@@H]1[C@]2(C)[C@@H](CC1)[C@@H]1[C@@H](CC=3C=C(C=CC3[C@H]1CC2)O)CCCCCCCCCCC(=O)O (11-(17β-acetoxy-3-hydroxyoestra-1,3,5(10)-trien-7α-yl)undecanoic acid). The product is OC1=CC=2C[C@H]([C@H]3[C@@H]4CC[C@@H]([C@@]4(C)CC[C@@H]3C2C=C1)O)CCCCCCCCCCC(CCCC)=O (15-(3,17β-dihydroxyoestra-1,3,5(10)-trien-7α-yl)pentadecan-5-one). Reaction conditions: time 2 hour. Starting materials: FC1=C(C(=O)OC)C=CC(=C1)C=1C([C@@H]2CC[C@]3([C@@]4(CC[C@@]5([C@@H]([C@H]4CC[C@@H]3[C@]2(CC1)C)[C@@H](CC5)C(=C)C)N=C=O)C)C)(C)C (methyl 2-fluoro-4-((1R,3aS,5aR,5bR,7aR,11aS,11bR,13aR,13bR)-3a-isocyanato-5a,5b,8,8,11a-pentamethyl-1-(prop-1-en-2-yl)-2,3,3a,4,5,5a,5b,6,7,7a,8,11,11a,11b,12,13,13a,13b-octadecahydro-1H-cyclopenta[a]chrysen-9-yl)benzoate), Cl (HCl). The solvent is O (water), C1CCOC1 (THF). Run at time 24 hour. Yields the product Cl.Cl.N[C@]12[C@@H]([C@H]3CC[C@@H]4[C@]5(CC=C(C([C@@H]5CC[C@]4([C@@]3(CC1)C)C)(C)C)C1=CC(=C(C(=O)OC)C=C1)F)C)[C@@H](CC2)C(=C)C (methyl 4-((1R,3aS,5aR,5bR,7aR,11aS,11bR,13aR,13bR)-3a-amino-5a,5b,8,8,11a-pentamethyl-1-(prop-1-en-2-yl)-2,3,3a,4,5,5a,5b,6,7,7a,8,11,11a,11b,12,13,13a,13b-octadecahydro-1H-cyclopenta[a]chrysen-9-yl)-2-fluorobenzoate dihydrochloride). Isolated yield 86.8%. Reaction SMILES: [F:1][C:2]1[CH:11]=[C:10]([C:12]2[C:13]([CH3:43])([CH3:42])[C@H:14]3[C@:27]([CH3:30])([CH2:28][CH:29]=2)[C@@H:26]2[C@:17]([CH3:41])([C@@:18]4([CH3:40])[C@H:23]([CH2:24][CH2:25]2)[C@H:22]2[C@H:31]([C:34]([CH3:36])=[CH2:35])[CH2:32][CH2:33][C@:21]2([N:37]=C=O)[CH2:20][CH2:19]4)[CH2:16][CH2:15]3)[CH:9]=[CH:8][C:3]=1[C:4]([O:6][CH3:7])=[O:5].[ClH:44]>C1COCC1.O>[ClH:44].[ClH:44].[NH2:37][C@:21]12[CH2:33][CH2:32][C@@H:31]([C:34]([CH3:36])=[CH2:35])[C@@H:22]1[C@@H:23]1[C@@:18]([CH3:40])([CH2:19][CH2:20]2)[C@@:17]2([CH3:41])[C@@H:26]([C@:27]3([CH3:30])[C@@H:14]([CH2:15][CH2:16]2)[C:13]([CH3:42])([CH3:43])[C:12]([C:10]2[CH:9]=[CH:8][C:3]([C:4]([O:6][CH3:7])=[O:5])=[C:2]([F:1])[CH:11]=2)=[CH:29][CH2:28]3)[CH2:25][CH2:24]1 |f:4.5.6|. Procedure: To a solution of crude methyl 2-fluoro-4-((1R,3aS,5aR,5bR,7aR,11aS,11bR,13aR,13bR)-3a-isocyanato-5a,5b,8,8,11a-pentamethyl-1-(prop-1-en-2-yl)-2,3,3a,4,5,5a,5b,6,7,7a,8,11,11a,11b,12,13,13a,13b-octadecahydro-1H-cyclopenta[a]chrysen-9-yl)benzoate (2.93 g, 4.99 mmol) in THF (35 mL) was added 12N HCl (10 mL, 121 mmol). After stirring the mixture for 24 h, the mixture was diluted with water (100 mL) until solids precipitated. The solids were collected by filtration and were washed with water to affor... The reactants are O1C(=CC2=C1C=CC=C2)C(=O)NC=2C=C1C=C(NC1=CC2)C=O (5-[(1H-Benzofuran-2-ylcarbonyl)amino]-2-indolecarboxaldehyde), COC(C=P(C1=CC=CC=C1)(C1=CC=CC=C1)C1=CC=CC=C1)=O (methyl(triphenylphosphoranylidene)acetate), C1(=CC=CC=C1)C (toluene). The product is O1C(=CC2=C1C=CC=C2)C(=O)NC=2C=C1C=C(NC1=CC2)C=CC(=O)OC (Methyl 5-[(1H-benzofuran-2-ylcarbonyl)amino]-2-indoleacrylate). Yield: 66.0%. RXN SMILES: [O:1]1[C:5]2[CH:6]=[CH:7][CH:8]=[CH:9][C:4]=2[CH:3]=[C:2]1[C:10]([NH:12][C:13]1[CH:14]=[C:15]2[C:19](=[CH:20][CH:21]=1)[NH:18][C:17](C=O)=[CH:16]2)=[O:11].[CH3:24][O:25][C:26](=[O:47])[CH:27]=P(C1C=CC=CC=1)(C1C=CC=CC=1)C1C=CC=CC=1.[C:48]1(C)C=CC=CC=1>>[O:1]1[C:5]2[CH:6]=[CH:7][CH:8]=[CH:9][C:4]=2[CH:3]=[C:2]1[C:10]([NH:12][C:13]1[CH:14]=[C:15]2[C:19](=[CH:20][CH:21]=1)[NH:18][C:17]([CH:48]=[CH:27][C:26]([O:25][CH3:24])=[O:47])=[CH:16]2)=[O:11]. Procedure: 21 (100 mg, 0.33 mmol) was added to a solution of methyl(triphenylphosphoranylidene)acetate (120 mg, 0.36 mmol) in toluene (30 mL) and the reaction mixture was heated to reflux for 4 days. The solvent was removed after cooled to room temperature. The product was crystallized in a solution of acetone and ether. The mother liquid was then purified by flush column chromatography eluting with ethyl acetate and hexane (1/2, v/v). A total of 78 mg (66% yield) of yellow solid 22 was obtained. mp: 259°-... Reactants: COCCOCCOCCO, ClCCl, [K+], [OH-], O, Cc1ccc(S(=O)(=O)Cl)cc1. The product is COC(COCCOCCO)S(=O)(=O)c1ccc(C)cc1. RXN SMILES: [CH3:12][O:13][CH2:14][CH2:15][O:16][CH2:17][CH2:18][O:19][CH2:20][CH2:21][OH:22].[Cl:26][CH2:27][Cl:28].[K+:24].[OH-:23].[OH2:25].[c:1]1([CH3:11])[cH:2][cH:3][c:4]([S:7](=[O:8])(=[O:9])[Cl:10])[cH:5][cH:6]1>>[c:1]1([CH3:11])[cH:2][cH:3][c:4]([S:7](=[O:8])(=[O:9])[CH:14]([O:13][CH3:12])[CH2:15][O:16][CH2:17][CH2:18][O:19][CH2:20][CH2:21][OH:22])[cH:5][cH:6]1. Reactants: C(C=C)O (allyl alcohol), [H-].[Na+] (sodium hydride), ClCC1=NC(=NN1C1=C(C=C(C=C1Cl)Cl)Cl)C(C)(C)C (5-chloromethyl-3-(tert-butyl)-1-(2,4,6-trichlorophenyl)-1H-1,2,4-triazole). Run in C(C)(=O)OCC (ethyl acetate). Reaction conditions: time 30 minute. Yields the product C(C)(C)(C)C1=NN(C(=N1)COCC=C)C1=C(C=C(C=C1Cl)Cl)Cl (3-(tert-butyl)-5-(2-propenyloxymethyl)-1-(2,4,6-trichlorophenyl)-1H-1,2,4-triazole). The yield is 60.0%. RXN SMILES: [CH2:1]([OH:4])[CH:2]=[CH2:3].[H-].[Na+].Cl[CH2:8][C:9]1[N:13]([C:14]2[C:19]([Cl:20])=[CH:18][C:17]([Cl:21])=[CH:16][C:15]=2[Cl:22])[N:12]=[C:11]([C:23]([CH3:26])([CH3:25])[CH3:24])[N:10]=1>C(OCC)(=O)C>[C:23]([C:11]1[N:10]=[C:9]([CH2:8][O:4][CH2:1][CH:2]=[CH2:3])[N:13]([C:14]2[C:19]([Cl:20])=[CH:18][C:17]([Cl:21])=[CH:16][C:15]=2[Cl:22])[N:12]=1)([CH3:26])([CH3:24])[CH3:25] |f:1.2|. Reported procedure: To 20 ml of allyl alcohol, 0.4 g (0.008 mol) of 50% sodium hydride was added, and the mixture was stirred at room temperature for 30 minutes. Then, 2.8 g (0.008 mol) of 5-chloromethyl-3-(tert-butyl)-1-(2,4,6-trichlorophenyl)-1H-1,2,4-triazole was gradually added thereto under stirring at room temperature. After completion of the dropwise addition, the solution was heated and stirred under reflux for 2 hours. Then, 50 ml of ethyl acetate was added thereto, and the mixture was washed with water. T...